This data is from the Open Reaction Database (ORD), a public repository of structured organic reaction records. The task is: describe an organic reaction: reactants, conditions, products, and yield Reactants: Cl.ClC1=CC=C(C=C1)NN ((4-chlorophenyl)-hydrazine hydrochloride), N1=CC=CC=C1 (pyridine), C(C(C)(C)C)(=O)Cl (pivaloyl chloride). The solvent is O (water). Conditions: temperature 0 celsius, time 64 hour. The product is ClC1=CC=C(C=C1)N(N)C(C(C)(C)C)=O (Pivalic acid (4-chlorophenyl)hydrazide). Reaction SMILES: Cl.[Cl:2][C:3]1[CH:8]=[CH:7][C:6]([NH:9][NH2:10])=[CH:5][CH:4]=1.N1C=CC=CC=1.[C:17](Cl)(=[O:22])[C:18]([CH3:21])([CH3:20])[CH3:19]>O>[Cl:2][C:3]1[CH:8]=[CH:7][C:6]([N:9]([C:17](=[O:22])[C:18]([CH3:21])([CH3:20])[CH3:19])[NH2:10])=[CH:5][CH:4]=1 |f:0.1|. Procedure details: A quantity (25.0 g.; 0.14 mole) of (4-chlorophenyl)-hydrazine hydrochloride was suspended in 150 ml. of pyridine. The suspension was cooled to 0° C. and 16.9 g. (0.14 mole) of pivaloyl chloride was added with stirring. The reaction mixture was set aside at about 25° C. for 64 hrs. when 300 ml. of water was added. The precipitate that formed was collected on a filter and washed repeatedly with water, 1 N hydrochloric acid, and finally with water. The filter cake was dried under reduced pressure a... The reactants are ClC1=CC=C(C(=O)C2=CC=C(CN3C=NC4=NC(=NC(=C34)Cl)Cl)C=C2)C=C1 (7-(4-(4-chlorobenzoyl)benzyl)-2,6-dichloropurine), [O-]CC.[Na+] (sodium ethoxide), C(C)O (ethanol). Solvent: O (water). Conditions: time 96 hour. The product is ClC1=CC=C(C(=O)C2=CC=C(CN3C=NC4=NC(=NC(=C34)OCC)OCC)C=C2)C=C1 (7-(4-(4-Chlorobenzoyl)benzyl)-2,6-diethoxypurine). Yield: 67.0%. RXN SMILES: [Cl:1][C:2]1[CH:27]=[CH:26][C:5]([C:6]([C:8]2[CH:25]=[CH:24][C:11]([CH2:12][N:13]3[C:21]4[C:16](=[N:17][C:18](Cl)=[N:19][C:20]=4Cl)[N:15]=[CH:14]3)=[CH:10][CH:9]=2)=[O:7])=[CH:4][CH:3]=1.[O-:28][CH2:29][CH3:30].[Na+].[CH2:32]([OH:34])[CH3:33]>O>[Cl:1][C:2]1[CH:27]=[CH:26][C:5]([C:6]([C:8]2[CH:9]=[CH:10][C:11]([CH2:12][N:13]3[C:21]4[C:16](=[N:17][C:18]([O:34][CH2:32][CH3:33])=[N:19][C:20]=4[O:28][CH2:29][CH3:30])[N:15]=[CH:14]3)=[CH:24][CH:25]=2)=[O:7])=[CH:4][CH:3]=1 |f:1.2|. Procedure details: To a solution of 7-(4-(4-chlorobenzoyl)benzyl)-2,6-dichloropurine (1.12 g) in ethanol (30 ml) was added sodium ethoxide (1.83 g) and the mixture was stirred at room temperature for 96 hours. This reaction mixture was diluted with water and extracted with ethyl acetate. The extract was washed with saturated aqueous NaCl solution and dried over anhydrous sodium sulfate and the solvent was distilled off. The residue was washed with ether and hexane to provide the title compound (0.78 g, 67%) as col...